describe an organic reaction: reactants, conditions, products, and yield From a dataset of the Open Reaction Database (ORD), a public repository of structured organic reaction records. Reactants: OC(C)P(O)=O (α-hydroxyethylphosphinic acid), C(C1=CC=CC=C1)O (benzyl alcohol), O (water). Solvent: C1=CC=CC=C1 (benzene). Product: OC(C)P(OCC1=CC=CC=C1)=O (benzyl α-hydroxyethylphosphinate). Yield: 87.2%. Reaction SMILES: [OH:1][CH:2]([PH:4](=[O:6])[OH:5])[CH3:3].[CH2:7](O)[C:8]1[CH:13]=[CH:12][CH:11]=[CH:10][CH:9]=1.O>C1C=CC=CC=1>[OH:1][CH:2]([PH:4](=[O:5])[O:6][CH2:7][C:8]1[CH:13]=[CH:12][CH:11]=[CH:10][CH:9]=1)[CH3:3]. Procedure: A solution of α-hydroxyethylphosphinic acid (5.5 g) and benzyl alcohol (2.26 g) in benzene (50 ml) was heated for 8 hours with removal of water through a Dean-Stark apparatus. After cooling, the reaction mixture was washed with water, dried over magnesium sulfate and concentrated in vacuo to give 3.65 g (91.2%) of benzyl α-hydroxyethylphosphinate (Compound No. 36). The reactants are C(C1=CC=CC=C1)OC(=O)N1[C@@H](CCC1)C(=O)NC1=CC=CC=C1 ((S)-1-benzyloxycarbonyl-N-phenyl-2-pyrrolidine-carboxamide). Reagents/catalysts: [C].[Pd] (palladium-carbon). Run in CO (methanol). Yields the product C1(=CC=CC=C1)NC(=O)[C@H]1NCCC1 ((S)-N-phenyl-2-pyrrolidinecarboxamide). The yield is 97.7%. As a reaction SMILES: C(OC([N:11]1[CH2:15][CH2:14][CH2:13][C@H:12]1[C:16]([NH:18][C:19]1[CH:24]=[CH:23][CH:22]=[CH:21][CH:20]=1)=[O:17])=O)C1C=CC=CC=1>CO.[C].[Pd]>[C:19]1([NH:18][C:16]([C@@H:12]2[CH2:13][CH2:14][CH2:15][NH:11]2)=[O:17])[CH:20]=[CH:21][CH:22]=[CH:23][CH:24]=1 |f:2.3|. Reported procedure: In 150 ml of methanol was dissolved 4.87 g of compound (93) and the compound was hydrogenated using 487 mg of 10% palladium-carbon as a catalyst. The catalyst was filtered off and the filtrate was concentrated to provide 2.79 g of (S)-N-phenyl-2-pyrrolidinecarboxamide (94). The reactants are CC(C)(C)N, CC(=O)Nc1nc2ccc(-c3cncc(Cl)n3)cc2s1, [H-], [Na+], CC(=O)[O-], CC(=O)[O-], CN(C)C=O, [Pd+2]. The product is CC(=O)Nc1nc2ccc(-c3cncc(NC(C)(C)C)n3)cc2s1. Reaction SMILES: [CH3:1][C:2]([CH3:3])([CH3:4])[NH2:5].[Cl:8][c:9]1[cH:10][n:11][cH:12][c:13](-[c:15]2[cH:16][c:17]3[c:18]([n:19][c:20]([NH:22][C:23]([CH3:24])=[O:25])[s:21]3)[cH:26][cH:27]2)[n:14]1.[H-:6].[Na+:7].[O-:34][C:35]([CH3:36])=[O:37].[O-:38][C:39]([CH3:40])=[O:41].[O:28]=[CH:29][N:30]([CH3:31])[CH3:32].[Pd+2:33]>>[CH3:1][C:2]([CH3:3])([CH3:4])[NH:5][c:9]1[cH:10][n:11][cH:12][c:13](-[c:15]2[cH:16][c:17]3[c:18]([n:19][c:20]([NH:22][C:23]([CH3:24])=[O:25])[s:21]3)[cH:26][cH:27]2)[n:14]1. Starting materials: C(C)(C)(C)C=1C(COC1C1=CC2=C(N=C(O2)C2=CC=CC=C2)C(=C1)O)(C)C (4-t-butyl-5-(4-hydroxy-2-phenylbenzo[d]oxazol-6-yl)-3,3-dimethyl-2,3-dihydrofuran), C(C)(C)(C)C=1C(COC1C1=CC2=C(N=C(O2)C2=CC=CC=C2)C(=C1)O)(C)C (4-t-butyl-5-(4-hydroxy-2-phenylbenzo[d]oxazol-6-yl)-3,3-dimethyl-2,3-dihydrofuran), [Na] (sodium), O=O (oxygen). The solvent is C(Cl)Cl (methylene chloride). The product is C(C)(C)(C)C12C(COC2(OO1)C1=CC2=C(N=C(O2)C2=CC=CC=C2)C(=C1)O)(C)C (5-t-butyl-1-(4-hydroxy-2-phenylbenzo[d]oxazol-6-yl)-4,4-dimethyl-2,6,7-trioxabicyclo[3.2.0]heptane). Isolated yield 85.1%. RXN SMILES: [C:1]([C:5]1[C:6]([CH3:27])([CH3:26])[CH2:7][O:8][C:9]=1[C:10]1[CH:24]=[C:23]([OH:25])[C:13]2[N:14]=[C:15]([C:17]3[CH:22]=[CH:21][CH:20]=[CH:19][CH:18]=3)[O:16][C:12]=2[CH:11]=1)([CH3:4])([CH3:3])[CH3:2].[Na].[O:29]=[O:30]>C(Cl)Cl>[C:1]([C:5]12[O:30][O:29][C:9]1([C:10]1[CH:24]=[C:23]([OH:25])[C:13]3[N:14]=[C:15]([C:17]4[CH:22]=[CH:21][CH:20]=[CH:19][CH:18]=4)[O:16][C:12]=3[CH:11]=1)[O:8][CH2:7][C:6]2([CH3:27])[CH3:26])([CH3:4])([CH3:2])[CH3:3] |^1:27|. Reported procedure: To 15 mL of methylene chloride were added 1.0 mg of TPP and 156 mg (0.43 mmol) of 4-t-butyl-5-(4-hydroxy-2-phenylbenzo[d]oxazol-6-yl)-3,3-dimethyl-2,3-dihydrofuran (Compound [63]), and the mixture was externally irradiated with a 940 W sodium lamp in an oxygen atmosphere for 30 minutes, then concentrated. The concentrate was applied to a silica gel column and the elution was carried out with the mixture of hexane and ethyl acetate (hexane:ether =1:1) to obtain 25.3 mg of 5-t-butyl-1-(4-hydroxy-2...